Dataset: the Open Reaction Database (ORD), a public repository of structured organic reaction records. Task: describe an organic reaction: reactants, conditions, products, and yield The reactants are NC=1C(=NC=NC1Cl)Cl (5-amino-4,6-dichloropyrimidine), O1CCCC1 (tetrahydrofuran), [OH-].[Na+] (sodium hydroxide). Reagents/catalysts: [C].[Pd] (palladium-carbon). The solvent is C(C)O (ethanol). Run at time 1 day. Yields the product C(C)OC1=NC=NC=C1N (4-Ethoxypyrimidine-5-amine). The yield is 94.3%. Reaction SMILES: [NH2:1][C:2]1[C:3](Cl)=[N:4][CH:5]=[N:6][C:7]=1Cl.[O:10]1CC[CH2:12][CH2:11]1.[OH-].[Na+]>[C].[Pd].C(O)C>[CH2:11]([O:10][C:3]1[C:2]([NH2:1])=[CH:7][N:6]=[CH:5][N:4]=1)[CH3:12] |f:2.3,4.5|. Procedure details: A mixture of 5-amino-4,6-dichloropyrimidine (5.00 g, 30.5 mmol), tetrahydrofuran (100 ml), sodium hydroxide (2.44 g, 61.0 mmol), ethanol (100 ml) and 10% palladium-carbon (500 mg) was stirred under a hydrogen atmosphere at room temperature for 1 day, insolubles were filtered off and an organic layer was separated. The organic layer was dried over anhydrous magnesium sulfate and the solvent was distilled off under reduced pressure to obtain the desired product (4.00 g, 94.3%) as an oil. Starting materials: [Br-].[Li+] (lithium bromide), C([O-])([O-])=O.[Li+].[Li+] (lithium carbonate), Pyridinium bromide perbromide, C(C1=CC=CC=C1)N1C2=CC=C(C=C2C=2C(CCCC12)=O)F (9-benzyl-6-fluoro-1,2,3,9-tetrahydro-4H-carbazol-4-one). Run in CN(C)C=O (DMF), C1CCOC1 (THF), C1CCOC1 (THF), CN(C)C=O (DMF). Run at temperature 75 celsius, time 6.5 hour. The product is C(C1=CC=CC=C1)N1C2=CC=C(C=C2C=2C(=CC=CC12)O)F (9-Benzyl-6-fluoro-9H-carbazol-4-ol). Yield: 59.1%. As a reaction SMILES: C1C=C[NH+]=CC=1.Br[Br-]Br.[CH2:10]([N:17]1[C:29]2[CH2:28][CH2:27][CH2:26][C:25](=[O:30])[C:24]=2[C:23]2[C:18]1=[CH:19][CH:20]=[C:21]([F:31])[CH:22]=2)[C:11]1[CH:16]=[CH:15][CH:14]=[CH:13][CH:12]=1.[Br-].[Li+].C(=O)([O-])[O-].[Li+].[Li+]>C1COCC1.CN(C=O)C>[CH2:10]([N:17]1[C:29]2[CH:28]=[CH:27][CH:26]=[C:25]([OH:30])[C:24]=2[C:23]2[C:18]1=[CH:19][CH:20]=[C:21]([F:31])[CH:22]=2)[C:11]1[CH:16]=[CH:15][CH:14]=[CH:13][CH:12]=1 |f:0.1,3.4,5.6.7|. Procedure details: Pyridinium bromide perbromide (0.4620 g, 0.0014 mol) is added to a mixture of 9-benzyl-6-fluoro-1,2,3,9-tetrahydro-4H-carbazol-4-one (0.3271 g, 0.0011 mol) in THF (3.4 mL) and DMF (2.4 mL) and the mixture is heated to 75° C. After stirring for 6.5 h, the mixture is stored in the freezer overnight. Heating is resumed for an additional 2.5 h, at which time THF is removed under reduced pressure and the residue is partitioned between dichloromethane and brine. The combined organic layers are washed ... Reactants: N1C(=CC2=CC=CC=C12)/C=C/C=C(/C(=O)O)\OC ((2Z,4E)-5-(2-indolyl)-2-methoxy-2,4-pentadienoic acid), C(C)NCC (diethylamine), ON1N=NC2=C1C=CC=C2 (1-hydroxybenzotriazole), C1CCC(CC1)N=C=NC2CCCCC2 (DCC). Solvent: CN(C)C=O.C1CCOC1 (DMF THF). Run at time 48 hour. The product is C(C)N(C(/C(=C/C=C/C=1NC2=CC=CC=C2C1)/OC)=O)CC ((2Z,4E)-N,N-Diethyl-5-(2-indolyl)-2-methoxy-2,4-pentadienamide). Isolated yield 17.2%. As a reaction SMILES: [NH:1]1[C:9]2[C:4](=[CH:5][CH:6]=[CH:7][CH:8]=2)[CH:3]=[C:2]1/[CH:10]=[CH:11]/[CH:12]=[C:13](\[O:17][CH3:18])/[C:14]([OH:16])=O.[CH2:19]([NH:21][CH2:22][CH3:23])[CH3:20].ON1C2C=CC=CC=2N=N1.C1CCC(N=C=NC2CCCCC2)CC1>CN(C=O)C.C1COCC1>[CH2:19]([N:21]([CH2:22][CH3:23])[C:14](=[O:16])/[C:13](/[O:17][CH3:18])=[CH:12]/[CH:11]=[CH:10]/[C:2]1[NH:1][C:9]2[C:4]([CH:3]=1)=[CH:5][CH:6]=[CH:7][CH:8]=2)[CH3:20] |f:4.5|. Reported procedure: To a solution of (2Z,4E)-5-(2-indolyl)-2-methoxy-2,4-pentadienoic acid (0.1 g, 0.41 mmol), diethylamine (0.042 ml, 0.41 mmol) and 1-hydroxybenzotriazole (55 mg, 0.41 nmol) in DMF/THF 1:1 (50 Ml), DCC (0.093 g, 0.45 mmol) was added at 0° C. The resulting solution was stirred at room temperature for 48 hours. The solvent was removed under reduced pressure and the residue was dissolved in dichloromethane, washed successively with 10% HCl, saturated solution of NaHCO3 and water, dried and evaporated... The reactants are CCOC(C)=O, Cc1ccc(NC(=O)CN(C)C)cc1[N+](=O)[O-]. The product is Cc1ccc(NC(=O)CN(C)C)cc1N. As a reaction SMILES: [CH3:18][CH2:19][O:20][C:21](=[O:22])[CH3:23].[CH3:1][N:2]([CH2:3][C:4](=[O:5])[NH:6][c:7]1[cH:8][c:9]([N+:14]([O-:15])=[O:16])[c:10]([CH3:13])[cH:11][cH:12]1)[CH3:17]>>[CH3:1][N:2]([CH2:3][C:4](=[O:5])[NH:6][c:7]1[cH:8][c:9]([NH2:14])[c:10]([CH3:13])[cH:11][cH:12]1)[CH3:17]. Solvent: CO (MeOH). Yields the product NC1=C(C=C(C=C1)C(C(=O)OCC)CC1CC1)OCC(F)(F)F (ethyl 2-(4-amino-3-(2,2,2-trifluoroethoxy)phenyl)-3-cyclopropylpropanoate). Run at time 6 hour. Reaction SMILES: [CH:1]1([CH2:4][CH:5]([C:11]2[CH:16]=[CH:15][C:14]([N+:17]([O-])=O)=[C:13]([O:20][CH2:21][C:22]([F:25])([F:24])[F:23])[CH:12]=2)[C:6]([O:8][CH2:9][CH3:10])=[O:7])[CH2:3][CH2:2]1>CO>[NH2:17][C:14]1[CH:15]=[CH:16][C:11]([CH:5]([CH2:4][CH:1]2[CH2:2][CH2:3]2)[C:6]([O:8][CH2:9][CH3:10])=[O:7])=[CH:12][C:13]=1[O:20][CH2:21][C:22]([F:23])([F:24])[F:25]. The yield is 98.1%. Procedure: To a stirred solution of ethyl 3-cyclopropyl-2-(4-nitro-3-(2,2,2-trifluoroethoxy)phenyl)propanoate (1.0 g), in dry MeOH (100 mL) Pd(OH)2 (500 mg) was added and the mixture was reduced under an atmosphere of H2 for 6 h at room temperature. The mixture was filtered off through a pad of Celite™, washing with MeOH. The combined filtrates were concentrated under reduced pressure to give ethyl 2-(4-amino-3-(2,2,2-trifluoroethoxy)phenyl)-3-cyclopropylpropanoate (0.9 g) as a thick liquid. Reactants: C1(CC1)CC(C(=O)OCC)C1=CC(=C(C=C1)[N+](=O)[O-])OCC(F)(F)F (ethyl 3-cyclopropyl-2-(4-nitro-3-(2,2,2-trifluoroethoxy)phenyl)propanoate). The yield is 90.4%. The product is NC1=CC(CC(C1)C=1SC=CC1C)=O (1-amino-5-(3-methyl-2-thienyl)cyclohexen-3-one). Procedure: A solution of 5-(3-methyl-2-thienyl)-1,3-cyclohexanedione (3.0 g) and ammonium acetate (3.3 g) in ethanol (60 ml) was refluxed for 13 hours. Under reduced pressure, the solvent was evaporated, and to the residue were added ethyl acetate and water to precipitate crystals, which were filtered, washed with water and dried to give pale yellow crystals of 1-amino-5-(3-methyl-2-thienyl)cyclohexen-3-one (2.7 g). RXN SMILES: [CH3:1][C:2]1[CH:6]=[CH:5][S:4][C:3]=1[CH:7]1[CH2:12][C:11](=O)[CH2:10][C:9](=[O:14])[CH2:8]1.C([O-])(=O)C.[NH4+:19]>C(O)C>[NH2:19][C:11]1[CH2:12][CH:7]([C:3]2[S:4][CH:5]=[CH:6][C:2]=2[CH3:1])[CH2:8][C:9](=[O:14])[CH:10]=1 |f:1.2|. Solvent: C(C)O (ethanol). Starting materials: CC1=C(SC=C1)C1CC(CC(C1)=O)=O (5-(3-methyl-2-thienyl)-1,3-cyclohexanedione), C(C)(=O)[O-].[NH4+] (ammonium acetate).